From a dataset of the Open Reaction Database (ORD), a public repository of structured organic reaction records. describe an organic reaction: reactants, conditions, products, and yield The reactants are C(=O)(O)[O-].[Na+] (NaHCO3), C(C)OC(=O)C=1C=2N=CC=NC2C(=CC1)C1=C(C(=CC(=C1F)OC)OC)F (8-(2,6-difluoro-3,5-dimethoxy-phenyl)-quinoxaline-5-carboxylic acid ethyl ester), CC1(N(CCN(C1)C)CC1=CC=C(C=N1)N)C (6-(2,2,4-trimethyl-piperazin-1-ylmethyl)-pyridin-3-ylamine), C[Al](C)C (trimethyl aluminum). Run in C(Cl)Cl (DCM), C(Cl)Cl.CO (DCM MeOH). Conditions: temperature 80 celsius, time 2 hour. The product is CC1(N(CCN(C1)C)CC1=CC=C(C=N1)NC(=O)C=1C=2N=CC=NC2C(=CC1)C1=C(C(=CC(=C1F)OC)OC)F)C (8-(2,6-Difluoro-3,5-dimethoxy-phenyl)-quinoxaline-5-carboxylic acid [6-(2,2,4-trimethyl-piperazin-1-ylmethyl)-pyridin-3-yl]-amide). Reaction SMILES: C(O[C:4]([C:6]1[C:7]2[N:8]=[CH:9][CH:10]=[N:11][C:12]=2[C:13]([C:16]2[C:21]([F:22])=[C:20]([O:23][CH3:24])[CH:19]=[C:18]([O:25][CH3:26])[C:17]=2[F:27])=[CH:14][CH:15]=1)=[O:5])C.[CH3:28][C:29]1([CH3:44])[CH2:34][N:33]([CH3:35])[CH2:32][CH2:31][N:30]1[CH2:36][C:37]1[N:42]=[CH:41][C:40]([NH2:43])=[CH:39][CH:38]=1.C[Al](C)C.C([O-])(O)=O.[Na+]>C(Cl)Cl.CO.C(Cl)Cl>[CH3:28][C:29]1([CH3:44])[CH2:34][N:33]([CH3:35])[CH2:32][CH2:31][N:30]1[CH2:36][C:37]1[N:42]=[CH:41][C:40]([NH:43][C:4]([C:6]2[C:7]3[N:8]=[CH:9][CH:10]=[N:11][C:12]=3[C:13]([C:16]3[C:17]([F:27])=[C:18]([O:25][CH3:26])[CH:19]=[C:20]([O:23][CH3:24])[C:21]=3[F:22])=[CH:14][CH:15]=2)=[O:5])=[CH:39][CH:38]=1 |f:3.4,5.6|. Procedure details: The title compound was prepared in analogy to the procedures described in Example 115 but using 8-(2,6-difluoro-3,5-dimethoxy-phenyl)-quinoxaline-5-carboxylic acid ethyl ester (Step 124.1), 6-(2,2,4-trimethyl-piperazin-1-ylmethyl)-pyridin-3-ylamine (Step 114.1), 1.5 equiv of trimethyl aluminum, stirring the reaction mixture for 2 h at 80° C. and pouring it onto a saturated aqueous solution of NaHCO3 and DCM. Title compound: ESI-MS: 563.2 [M+H]+; tR=3.36 min (System 1); TLC: Rf=0.22 (DCM/MeOH/NH3...